describe an organic reaction: reactants, conditions, products, and yield From a dataset of the Open Reaction Database (ORD), a public repository of structured organic reaction records. Reactants: Cc1nc2nccc(C)c2[nH]1, ClC(Cl)Cl, O=C(OO)c1cccc(Cl)c1. Yields the product Cc1nc2c([nH]1)c(C)cc[n+]2[O-]. Reaction SMILES: [CH3:1][c:2]1[nH:3][c:4]2[c:5]([n:6][cH:7][cH:8][c:9]2[CH3:10])[n:11]1.[CH:23]([Cl:24])([Cl:25])[Cl:26].[Cl:12][c:13]1[cH:14][cH:15][cH:16][c:17]([C:18]([O:19][OH:21])=[O:20])[cH:22]1>>[CH3:1][c:2]1[nH:3][c:4]2[c:5]([n+:6]([O-:20])[cH:7][cH:8][c:9]2[CH3:10])[n:11]1. Reactants: COC1=CC(=C(C=N1)N)I (6-methoxy-4-iodopyridin-3-amine), BrC=1C=C(C(=NC1)F)B(O)O (5-bromo-2-fluoropyridin-3-ylboronic acid), 1,1′-[bis(diphenylphosphino)ferrocene]dichloropalladium(II). Solvent: [F-].[K+] (potassium fluoride), C(C)#N (acetonitrile), O (water). Reaction conditions: temperature 95 celsius. The product is BrC=1C=C(C(=NC1)F)C1=C(C=NC(=C1)OC)N (5-Bromo-6′-methoxy-2-fluoro-[3,4′]bipyridinyl-3′-ylamine). The yield is 70.6%. As a reaction SMILES: [CH3:1][O:2][C:3]1[N:8]=[CH:7][C:6]([NH2:9])=[C:5](I)[CH:4]=1.[Br:11][C:12]1[CH:13]=[C:14](B(O)O)[C:15]([F:18])=[N:16][CH:17]=1>[F-].[K+].C(#N)C.O>[Br:11][C:12]1[CH:13]=[C:14]([C:5]2[CH:4]=[C:3]([O:2][CH3:1])[N:8]=[CH:7][C:6]=2[NH2:9])[C:15]([F:18])=[N:16][CH:17]=1 |f:2.3|. Procedure: A mixture of 6-methoxy-4-iodopyridin-3-amine (9.5 g, 38 mmol), 5-bromo-2-fluoropyridin-3-ylboronic acid (16.7 g, 76 mmol), and 1,1′-[bis(diphenylphosphino)ferrocene]dichloropalladium(II) (1.5 g, 2 mmol) in 1N aqueous potassium fluoride (95 mL) and acetonitrile (200 mL) was heated at 95° C. for 16 h. The cooled reaction mixture was diluted with water (100 mL) and extracted with DCM (3×100 mL). The combined organic layer was dried over sodium sulfate, filtered, and evaporated to afford a residue w...